Dataset: the Open Reaction Database (ORD), a public repository of structured organic reaction records. Task: describe an organic reaction: reactants, conditions, products, and yield Procedure: 2.35 Grams of 6-chloro-2-fluoro-2-hexenal (E form : Z form =6.8 : 1) was dissolved in 20 ml of dry toluene, and after adding 10 mg of the sodium salt of thiophenol, the resulting solution was heated under reflux for 25 hours with stirring. Thereafter, 10 ml of water was added to the reaction solution, and the toluene layer was separated. The aqueous layer was extracted twice with ether, and the ether extracts were combined with the above toluene layer. This mixture was washed with a saturated aq... The product is ClCCC\C=C(\C=O)/F ((Z)-6-chloro-2-fluoro-2-hexenal). RXN SMILES: [Cl:1][CH2:2][CH2:3][CH2:4][CH:5]=[C:6]([F:9])[CH:7]=[O:8].[Na].C1(S)C=CC=CC=1.O>C1(C)C=CC=CC=1>[Cl:1][CH2:2][CH2:3][CH2:4]/[CH:5]=[C:6](\[F:9])/[CH:7]=[O:8] |^1:9|. Starting materials: O (water), [Na] (sodium), C1(=CC=CC=C1)S (thiophenol), ClCCCC=C(C=O)F (6-chloro-2-fluoro-2-hexenal). The solvent is C1(=CC=CC=C1)C (toluene). Yields the product CN(CCO[Si](C)(C)C(C)(C)C)C(=O)c1csc(N2CC(O)C2)n1. The reactants are CC(C)(C)[Si](C)(C)Cl, CN(C)C=O, CN(CCO)C(=O)c1csc(N2CC(O)C2)n1, c1c[nH]cn1. As a reaction SMILES: [C:18]([CH3:19])([CH3:20])([CH3:21])[Si:22]([CH3:23])([CH3:24])[Cl:25].[CH3:31][N:32]([CH3:33])[CH:34]=[O:35].[OH:1][CH:2]1[CH2:3][N:4]([c:6]2[s:7][cH:8][c:9]([C:11]([N:12]([CH3:13])[CH2:14][CH2:15][OH:16])=[O:17])[n:10]2)[CH2:5]1.[nH:26]1[cH:27][cH:28][n:29][cH:30]1>>[OH:1][CH:2]1[CH2:3][N:4]([c:6]2[s:7][cH:8][c:9]([C:11]([N:12]([CH3:13])[CH2:14][CH2:15][O:16][Si:22]([C:18]([CH3:19])([CH3:20])[CH3:21])([CH3:23])[CH3:24])=[O:17])[n:10]2)[CH2:5]1. The reactants are BrC1=C(C=C(C=NO)C=C1)F (4-Bromo-3-fluoro-benzaldehyde oxime), alcohol, O1CCCC1 (tetrahydrofuran). Reaction conditions: time 4 hour. Product: BrC1=C(C=C(C=C1)C1=NOC(C1)CO)F ([3-(4-Bromo-3-fluoro-phenyl)-4,5-dihydro-isoxazol-5-yl]-methanol). RXN SMILES: [Br:1][C:2]1[CH:10]=[CH:9][C:5]([CH:6]=[N:7][OH:8])=[CH:4][C:3]=1[F:11].[O:12]1C[CH2:15][CH2:14][CH2:13]1>>[Br:1][C:2]1[CH:10]=[CH:9][C:5]([C:6]2[CH2:15][CH:14]([CH2:13][OH:12])[O:8][N:7]=2)=[CH:4][C:3]=1[F:11]. Procedure details: 4-Bromo-3-fluoro-benzaldehyde oxime (55.7 g, 265.3 mmol) and ally alcohol (44 ml) were added to tetrahydrofuran (300 ml) and then bleach (1791 ml) was added. The reaction was stirred for four hours followed by extraction with tetrahydrofuran (2×200 ml). The organic layers were combined, dried over sodium sulfate, and concentrated in vacuo to give the desired product (66 g). Reactants: O.S(=O)([O-])[O-].[K+].[K+] (potassium sulfite hydrate), S(=O)(=O)([O-])S(=O)[O-].[K+].[K+] (potassium metabisulfite), Hastelloy, C(=C(F)F)(OC(F)(F)F)F (perfluoro(methyl vinyl ether)). The solvent is O (water). Conditions: temperature -35 celsius. The product is FC(C(OC(F)(F)F)F)(S(=O)(=O)[O-])F.[K+] (Potassium 1,1,2-Trifluoro-2-(trifluoromethoxy)ethanesulfonate). As a reaction SMILES: O.[S:2]([O-:5])([O-:4])=[O:3].[K+:6].[K+].S(S([O-])=O)([O-])(=O)=O.[K+].[K+].[C:17]([F:26])([O:21][C:22]([F:25])([F:24])[F:23])=[C:18]([F:20])[F:19]>O>[F:19][C:18]([F:20])([S:2]([O-:5])(=[O:4])=[O:3])[CH:17]([F:26])[O:21][C:22]([F:25])([F:24])[F:23].[K+:6] |f:0.1.2.3,4.5.6,9.10|. Procedure: A 1-gallon Hastelloy C276 reaction vessel is charged with a solution of 114 g potassium sulfite hydrate (KHSO3.H2O, 95%, Aldrich, 0.72 mol), 440 g potassium metabisulfite (K2S2O5, 99%, Mallinckrodt, 1.98 mol) and 2000 mL of deionized water. The pH of this solution is 5.8. The vessel is cooled to −35° C., evacuated to −3 psig (81 kPa), and purged with nitrogen. This evacuate/purge cycle is repeated two more times. 600 g perfluoro(methyl vinyl ether) (PMVE, 3.61 mol) is added to the vessel, which ... Starting materials: C[O-].[Na+] (sodium methylate), ClC1=NC(=CC=C1O)Cl (2,6-dichloropyridin-3-ol), C(C)N(C(CCl)=O)CC (chloroacetic acid diethylamide), CS(=O)C (dimethylsulphoxide). The solvent is CO (methanol). Product: C(C)N(C(COC=1C(=NC(=CC1)Cl)Cl)=O)CC (N,N-diethyl-(2,6-dichloro-3-pyridyl)-oxy-acetic acid amide). RXN SMILES: C[O-].[Na+].[Cl:4][C:5]1[C:10]([OH:11])=[CH:9][CH:8]=[C:7]([Cl:12])[N:6]=1.CS(C)=O.[CH2:17]([N:19]([CH2:24][CH3:25])[C:20](=[O:23])[CH2:21]Cl)[CH3:18]>CO>[CH2:17]([N:19]([CH2:24][CH3:25])[C:20](=[O:23])[CH2:21][O:11][C:10]1[C:5]([Cl:4])=[N:6][C:7]([Cl:12])=[CH:8][CH:9]=1)[CH3:18] |f:0.1|. Procedure: A solution of 4.6 g of sodium methylate (0.2 mole) in 50 ml of absolute methanol is slowly added at room temperature to 33.4 g (0.2 mole) of 2,6-dichloropyridin-3-ol. There is then added, with gentle heating, 100 to 150 ml of dimethylsulphoxide until the cloudy solution becomes clear. The solution is then heated to 80°-90° and methanol is distilled off. The reaction solution is cooled and an addition is slowly made dropwise at 0°-10° C of a solution of 60 g (0.2 mole) of chloroacetic acid diethy... The reactants are CC(C#C)(C)C=1C=C(C(=O)O)C=CC1 (3-(1,1-dimethylprop-2-yn-1-yl)benzoic acid), CN(C=O)C (N,N-dimethylformamide), O (water), NC=1C=C(OC2=CC=C3C(=N2)SC(=N3)NC(=O)C3CC3)C=CC1F (N-[5-(3-amino-4-fluorophenoxy)[1,3]thiazolo[5,4-b]pyridin-2-yl]cyclopropanecarboxamide). Solvent: C(C(=O)Cl)(=O)Cl (oxalyl chloride), CN(C(C)=O)C (N,N-dimethylacetamide). Conditions: time 30 minute. The product is C1(CC1)C(=O)NC=1SC2=NC(=CC=C2N1)OC=1C=CC(=C(C1)NC(C1=CC(=CC=C1)C(C#C)(C)C)=O)F (N-[5-({2-[(cyclopropylcarbonyl)amino][1,3]thiazolo[5,4-b]pyridin-5-yl}oxy)-2-fluorophenyl]-3-(1,1-dimethylprop-2-yn-1-yl)benzamide). Isolated yield 36.5%. As a reaction SMILES: [CH3:1][C:2]([C:6]1[CH:7]=[C:8]([CH:12]=[CH:13][CH:14]=1)[C:9]([OH:11])=O)([CH3:5])[C:3]#[CH:4].CN(C)C=O.[NH2:20][C:21]1[CH:22]=[C:23]([CH:40]=[CH:41][C:42]=1[F:43])[O:24][C:25]1[N:30]=[C:29]2[S:31][C:32]([NH:34][C:35]([CH:37]3[CH2:39][CH2:38]3)=[O:36])=[N:33][C:28]2=[CH:27][CH:26]=1.O>C(Cl)(=O)C(Cl)=O.CN(C)C(=O)C>[CH:37]1([C:35]([NH:34][C:32]2[S:31][C:29]3[C:28]([N:33]=2)=[CH:27][CH:26]=[C:25]([O:24][C:23]2[CH:40]=[CH:41][C:42]([F:43])=[C:21]([NH:20][C:9](=[O:11])[C:8]4[CH:12]=[CH:13][CH:14]=[C:6]([C:2]([CH3:1])([CH3:5])[C:3]#[CH:4])[CH:7]=4)[CH:22]=2)[N:30]=3)=[O:36])[CH2:38][CH2:39]1. Procedure details: To a solution of 3-(1,1-dimethylprop-2-yn-1-yl)benzoic acid (0.10 g, 0.5 mmol) in oxalyl chloride (1 mL) was added N,N-dimethylformamide (40 μL), and the mixture was stirred at room temperature for 30 min, and concentrated to dryness under reduced pressure. This was dissolved in a mixed solution of N,N-dimethylacetamide (1 mL) and tetrahydrofuran (1 mL), and the solution was added dropwise to a solution of N-[5-(3-amino-4-fluorophenoxy)[1,3]thiazolo[5,4-b]pyridin-2-yl]cyclopropanecarboxamide (0.... Reported procedure: A reaction mixture of 5-chloro-2-(4-chloro-7,8-dihydropyrido[4,3-d]pyrimidin-6(5H)-yl)benzonitrile (250 mg, 0.82 mmol) and (S)-2-amino-2-(6-methoxypyridin-3-yl)ethanol (110 mg, 0.68 mmol) in acetonitrile (3 mL) and N,N-diisopropylethylamine (240 μL, 1.4 mmol) was subjected to microwave irradiation at 180° C. for 4 h. The reaction mixture was concentrated and the residue was purified by silica gel column (0-15% MeOH/CH2Cl2) to yield a crude product which was recrystallized from MeOH to yield colo... Reactants: ClC=1C=CC(=C(C#N)C1)N1CC2=C(N=CN=C2Cl)CC1 (5-chloro-2-(4-chloro-7,8-dihydropyrido[4,3-d]pyrimidin-6(5H)-yl)benzonitrile), N[C@H](CO)C=1C=NC(=CC1)OC ((S)-2-amino-2-(6-methoxypyridin-3-yl)ethanol), C(C)(C)N(C(C)C)CC (N,N-diisopropylethylamine). Yields the product ClC=1C=CC(=C(C#N)C1)N1CC2=C(N=CN=C2N[C@H](CO)C=2C=NC(=CC2)OC)CC1 (5-Chloro-2-{4-[(S)-2-hydroxy-1-(6-methoxy-pyridin-3-yl)-ethylamino]-7,8-dihydro-5H-pyrido[4,3-d]pyrimidin-6-yl}-benzonitrile). As a reaction SMILES: [Cl:1][C:2]1[CH:3]=[CH:4][C:5]([N:10]2[CH2:20][CH2:19][C:13]3[N:14]=[CH:15][N:16]=[C:17](Cl)[C:12]=3[CH2:11]2)=[C:6]([CH:9]=1)[C:7]#[N:8].[NH2:21][C@@H:22]([C:25]1[CH:26]=[N:27][C:28]([O:31][CH3:32])=[CH:29][CH:30]=1)[CH2:23][OH:24].C(N(CC)C(C)C)(C)C>C(#N)C>[Cl:1][C:2]1[CH:3]=[CH:4][C:5]([N:10]2[CH2:20][CH2:19][C:13]3[N:14]=[CH:15][N:16]=[C:17]([NH:21][C@@H:22]([C:25]4[CH:26]=[N:27][C:28]([O:31][CH3:32])=[CH:29][CH:30]=4)[CH2:23][OH:24])[C:12]=3[CH2:11]2)=[C:6]([CH:9]=1)[C:7]#[N:8]. Run in C(C)#N (acetonitrile).